Dataset: the Open Reaction Database (ORD), a public repository of structured organic reaction records. Task: describe an organic reaction: reactants, conditions, products, and yield Starting materials: CS(=O)(=O)Cl, O=[N+]([O-])c1ccc(N2CC(O)C2)cc1, O, c1ccncc1. Product: CS(=O)(=O)OC1CN(c2ccc([N+](=O)[O-])cc2)C1. As a reaction SMILES: [CH3:15][S:16]([Cl:17])(=[O:18])=[O:19].[N+:1](=[O:2])([O-:3])[c:4]1[cH:5][cH:6][c:7]([N:10]2[CH2:11][CH:12]([OH:14])[CH2:13]2)[cH:8][cH:9]1.[OH2:20].[cH:21]1[cH:22][cH:23][n:24][cH:25][cH:26]1>>[N+:1](=[O:2])([O-:3])[c:4]1[cH:5][cH:6][c:7]([N:10]2[CH2:11][CH:12]([O:14][S:16]([CH3:15])(=[O:18])=[O:19])[CH2:13]2)[cH:8][cH:9]1. Starting materials: C(C)(C)(C)OC(=O)N1CC=2N(C3=CC=CC(=C13)F)C=NC2C2=NOC(=N2)C2CC2 (5-(tert-butyloxycarbonyl)-3-(5-cyclopropyl-1,2,4-oxadiazol-3-yl)-6-fluoro-4,5-dihydroimidazo[1,5-a]quinoxaline), Cl (HCl). The solvent is CO (methanol). Conditions: time 8 hour. Product: C1(CC1)C1=NC(=NO1)C=1N=CN2C1CNC1=C(C=CC=C21)F (3-(5-Cyclopropyl-1,2,4-oxadiazol-3-yl)-6-fluoro-4,5-dihydroimidazo[1,5-a]quinoxaline). Reaction SMILES: C(OC([N:8]1[C:17]2[C:12](=[CH:13][CH:14]=[CH:15][C:16]=2[F:18])[N:11]2[CH:19]=[N:20][C:21]([C:22]3[N:26]=[C:25]([CH:27]4[CH2:29][CH2:28]4)[O:24][N:23]=3)=[C:10]2[CH2:9]1)=O)(C)(C)C.Cl>CO>[CH:27]1([C:25]2[O:24][N:23]=[C:22]([C:21]3[N:20]=[CH:19][N:11]4[C:12]5[C:17](=[C:16]([F:18])[CH:15]=[CH:14][CH:13]=5)[NH:8][CH2:9][C:10]=34)[N:26]=2)[CH2:29][CH2:28]1. Procedure details: A mixture of 5-(tert-butyloxycarbonyl)-3-(5-cyclopropyl-1,2,4-oxadiazol-3-yl)-6-fluoro-4,5-dihydroimidazo[1,5-a]quinoxaline (I, EXAMPLE 51, 3.39 g) and 50 ml of methanol saturated with HCl(g) is stirred at 20°-25° overnight. The solvent is then removed under reduced pressure and the residue is partitioned between dichloromethane and aqueous sodium bicarbonate. The organic phase is separated and dried over sodium sulfate and taken to dryness to give the title compound, NMR (CDCl3) 1.23, 1.35, 2.2...